Task: describe an organic reaction: reactants, conditions, products, and yield. Dataset: the Open Reaction Database (ORD), a public repository of structured organic reaction records Starting materials: CCCCCCCCCCCC(=O)OCC1OC(OC(=O)CCCCCCCCCCC)C(OC(=O)CCCCCCCCCCC)C(OC(=O)CCCCCCCCCCC)C1OC(=O)CCCCCCCCCCC, CC(O)=S, Cc1ccccc1, Cl, Cl[Sn](Cl)(Cl)Cl. The product is CCCCCCCCCCCC(=O)OCC1OC(SC(C)=O)C(OC(=O)CCCCCCCCCCC)C(OC(=O)CCCCCCCCCCC)C1OC(=O)CCCCCCCCCCC. RXN SMILES: [C:1]([O:2][CH:15]1[CH:16]([O:17][C:18]([CH2:19][CH2:20][CH2:21][CH2:22][CH2:23][CH2:24][CH2:25][CH2:26][CH2:27][CH2:28][CH3:29])=[O:30])[CH:31]([O:32][C:33]([CH2:34][CH2:35][CH2:36][CH2:37][CH2:38][CH2:39][CH2:40][CH2:41][CH2:42][CH2:43][CH3:44])=[O:45])[CH:46]([O:47][C:48]([CH2:49][CH2:50][CH2:51][CH2:52][CH2:53][CH2:54][CH2:55][CH2:56][CH2:57][CH2:58][CH3:59])=[O:60])[CH:61]([CH2:63][O:64][C:65]([CH2:66][CH2:67][CH2:68][CH2:69][CH2:70][CH2:71][CH2:72][CH2:73][CH2:74][CH2:75][CH3:76])=[O:77])[O:62]1)(=[O:3])[CH2:4][CH2:5][CH2:6][CH2:7][CH2:8][CH2:9][CH2:10][CH2:11][CH2:12][CH2:13][CH3:14].[C:78]([CH3:79])(=[S:80])[OH:81].[CH3:88][c:89]1[cH:90][cH:91][cH:92][cH:93][cH:94]1.[ClH:87].[Sn:82]([Cl:83])([Cl:84])([Cl:85])[Cl:86]>>[CH:15]1([S:80][C:78]([CH3:79])=[O:81])[CH:16]([O:17][C:18]([CH2:19][CH2:20][CH2:21][CH2:22][CH2:23][CH2:24][CH2:25][CH2:26][CH2:27][CH2:28][CH3:29])=[O:30])[CH:31]([O:32][C:33]([CH2:34][CH2:35][CH2:36][CH2:37][CH2:38][CH2:39][CH2:40][CH2:41][CH2:42][CH2:43][CH3:44])=[O:45])[CH:46]([O:47][C:48]([CH2:49][CH2:50][CH2:51][CH2:52][CH2:53][CH2:54][CH2:55][CH2:56][CH2:57][CH2:58][CH3:59])=[O:60])[CH:61]([CH2:63][O:64][C:65]([CH2:66][CH2:67][CH2:68][CH2:69][CH2:70][CH2:71][CH2:72][CH2:73][CH2:74][CH2:75][CH3:76])=[O:77])[O:62]1. The reactants are CC=1C=C(C=CC1OC)O (3-methyl-4-methoxyphenol), [OH-].C(C1=CC=CC=C1)[N+](C)(C)C (benzyltrimethylammonium hydroxide). The solvent is C(C=C)#N (acrylonitrile), C(C)OCC (diethyl ether). Reaction conditions: time 21 hour. The product is COC1=C(C=C(OCCC#N)C=C1)C (3-(4-Methoxy-3-methylphenoxy)propanenitrile). As a reaction SMILES: [CH3:1][C:2]1[CH:3]=[C:4]([OH:10])[CH:5]=[CH:6][C:7]=1[O:8][CH3:9].[OH-].[CH2:12]([N+:19](C)(C)C)[C:13]1C=CC=C[CH:14]=1>C(#N)C=C.C(OCC)C>[CH3:9][O:8][C:7]1[CH:6]=[CH:5][C:4]([O:10][CH2:14][CH2:13][C:12]#[N:19])=[CH:3][C:2]=1[CH3:1] |f:1.2|. Reported procedure: A solution of 7.0 grams (0.050 mole) of 3-methyl-4-methoxyphenol (known compound) in 20 mL of acrylonitrile was stirred, and 0.4 mL of benzyltrimethylammonium hydroxide (Triton® B) was added. Upon completion of addition, the reaction mixture was warmed to reflux where it stirred during a 21 hour period. The reaction mixture was then cooled to ambient temperature and diluted with 100 mL of diethyl ether. The mixture was then first washed with three 50 mL portions of an aqueous solution of 10% pot...